This data is from the Open Reaction Database (ORD), a public repository of structured organic reaction records. The task is: describe an organic reaction: reactants, conditions, products, and yield Reactants: BrC1=CC=C(C=C1)C=1N=C(SC1)N (4-(4-Bromophenyl)-1,3-thiazol-2-ylamine), COC(C(=O)C(F)(F)F)=O (methyl-3,3,3-trifluoropyruvate), C(#N)[BH3-].[Na+] (sodium cyanoborohydride). The reagents and catalysts are [Ti](Cl)(Cl)(Cl)Cl (Titanium (IV) chloride). Run in C(Cl)Cl (methylene chloride), CO (methanol). Conditions: time 15 minute. Product: BrC1=CC=C(C=C1)C=1N=C(SC1)N[C@@H](C(F)(F)F)C(=O)OC (methyl N-[4-(4-bromophenyl)-1,3-thiazol-2-yl]-3,3,3-trifluoroalaninate). The yield is 43.0%. Reaction SMILES: [Br:1][C:2]1[CH:7]=[CH:6][C:5]([C:8]2[N:9]=[C:10]([NH2:13])[S:11][CH:12]=2)=[CH:4][CH:3]=1.[CH3:14][O:15][C:16](=[O:23])[C:17]([C:19]([F:22])([F:21])[F:20])=O.C([BH3-])#N.[Na+]>C(Cl)Cl.CO.[Ti](Cl)(Cl)(Cl)Cl>[Br:1][C:2]1[CH:3]=[CH:4][C:5]([C:8]2[N:9]=[C:10]([NH:13][C@H:17]([C:16]([O:15][CH3:14])=[O:23])[C:19]([F:22])([F:21])[F:20])[S:11][CH:12]=2)=[CH:6][CH:7]=1 |f:2.3|. Procedure details: 4-(4-Bromophenyl)-1,3-thiazol-2-ylamine (510 mg, 2.0 mmol) and methyl-3,3,3-trifluoropyruvate (0.10 mL, 1.0 mmol) were dissolved in 50 mL methylene chloride. Titanium (IV) chloride (1M in toluene, 1.6 mL, 1.6 mmol) was added dropwise to give an orange-brown suspension. The mixture was stirred for 15 min and then added by cannula to a solution of sodium cyanoborohydride (0.26 g, 3.0 mmol) in 50 mL of methanol. The mixture was stirred for 15 min and then quenched by the addition of H2O and saturat... Reactants: ClC1=C(CNC(=O)C=2C(NN=C(C2)C2=CC=NC=C2)=O)C=CC(=C1)Cl (N-(2,4-dichlorobenzyl)-3-oxo-6-pyridin-4-yl-2,3-dihydropyridazine-4-carboxamide), ClC(CN)C1=CC=C(C=C1)Cl (2,4-dichlorophenylethylamine), solid, O=C1NN=C(C=C1C(=O)O)C1=CC=NC=C1 (3-oxo-6-pyridin-4-yl-2,3-dihydropyridazine-4-carboxylic acid), C(C(=O)Cl)(=O)Cl (oxalyl chloride). Run in ClCCl (dichloromethane), CN(C=O)C (dimethylformamide), C(C)N(CC)CC (triethylamine). The product is ClC1=C(C=CC(=C1)Cl)CCNC(=O)C=1C(NN=C(C1)C1=CC=NC=C1)=O (N-[2-(2,4-dichlorophenyl)ethyl]-3-oxo-6-pyridin-4-yl-2,3-dihydropyridazine-4-carboxamide). As a reaction SMILES: Cl[C:2]1[CH:24]=[C:23](Cl)[CH:22]=[CH:21][C:3]=1[CH2:4][NH:5][C:6]([C:8]1[C:9](=[O:20])[NH:10][N:11]=[C:12]([C:14]2[CH:19]=[CH:18][N:17]=[CH:16][CH:15]=2)[CH:13]=1)=[O:7].O=C1C(C(O)=O)=CC(C2C=CN=CC=2)=NN1.C(Cl)(=O)[C:43]([Cl:45])=O.[Cl:48]C(C1C=CC(Cl)=CC=1)CN>C(N(CC)CC)C.CN(C)C=O.ClCCl>[Cl:45][C:43]1[CH:2]=[C:24]([Cl:48])[CH:23]=[CH:22][C:21]=1[CH2:3][CH2:4][NH:5][C:6]([C:8]1[C:9](=[O:20])[NH:10][N:11]=[C:12]([C:14]2[CH:15]=[CH:16][N:17]=[CH:18][CH:19]=2)[CH:13]=1)=[O:7]. Procedure: Working as in example 2 for the preparation of N-(2,4-dichlorobenzyl)-3-oxo-6-pyridin-4-yl-2,3-dihydropyridazine-4-carboxamide, but starting with 0.3 g of 3-oxo-6-pyridin-4-yl-2,3-dihydropyridazine-4-carboxylic acid, 10 cm3 of dichloromethane, 0.02 cm3 of dimethylformamide, 0.12 cm3 of oxalyl chloride, 0.23 cm3 of 2,4-dichlorophenylethylamine and 0.19 cm3 of triethylamine, 0.23 g of N-[2-(2,4-dichlorophenyl)ethyl]-3-oxo-6-pyridin-4-yl-2,3-dihydropyridazine-4-carboxamide was obtained in the form ...